Dataset: the Open Reaction Database (ORD), a public repository of structured organic reaction records. Task: describe an organic reaction: reactants, conditions, products, and yield The reactants are C(C)OC(COCCOC1=CC=C(C=C1)C(=C(CCCl)C1=CC=CC=C1)C1=CC=CC=C1)=O ({2-[4-(4-Chloro-1,2-diphenyl-but-1-enyl)-phenoxy]-ethoxy}-acetic acid ethyl ester), [H-].[Al+3].[Li+].[H-].[H-].[H-] (Lithium aluminium hydride). Run in O1CCCC1 (tetrahydrofuran). Product: ClCCC(=C(C1=CC=CC=C1)C1=CC=C(OCCOCCO)C=C1)C1=CC=CC=C1 (2-{2-[4-(4-Chloro-1,2-diphenyl-but-1-enyl)-phenoxy]-ethoxy}-ethanol). The yield is 68.0%. As a reaction SMILES: C([O:3][C:4](=O)[CH2:5][O:6][CH2:7][CH2:8][O:9][C:10]1[CH:15]=[CH:14][C:13]([C:16]([C:27]2[CH:32]=[CH:31][CH:30]=[CH:29][CH:28]=2)=[C:17]([C:21]2[CH:26]=[CH:25][CH:24]=[CH:23][CH:22]=2)[CH2:18][CH2:19][Cl:20])=[CH:12][CH:11]=1)C.[H-].[Al+3].[Li+].[H-].[H-].[H-]>O1CCCC1>[Cl:20][CH2:19][CH2:18][C:17]([C:21]1[CH:22]=[CH:23][CH:24]=[CH:25][CH:26]=1)=[C:16]([C:13]1[CH:12]=[CH:11][C:10]([O:9][CH2:8][CH2:7][O:6][CH2:5][CH2:4][OH:3])=[CH:15][CH:14]=1)[C:27]1[CH:28]=[CH:29][CH:30]=[CH:31][CH:32]=1 |f:1.2.3.4.5.6|. Procedure details: {2-[4-(4-Chloro-1,2-diphenyl-but-1-enyl)-phenoxy]-ethoxy}-acetic acid ethyl ester was dissolved in tetrahydrofuran at room temperature under nitrogen atmosphere. Lithium aluminium hydride was added to the solution in small portions until the reduction reaction was complete. The reaction was quenched with saturated aqueous ammonium chloride solution. The product was extracted into toluene, which was dried and evaporated in vacuo. The residue was purified with flash chromatography with toluene/tri...